This data is from the Open Reaction Database (ORD), a public repository of structured organic reaction records. The task is: describe an organic reaction: reactants, conditions, products, and yield Starting materials: CO (methanol), Cl (HCl), COC(=O)C1=CN=C(S1)N1CCN(CC1)S(=O)(=O)C1=CC=C(C=C1)OC(F)(F)F (2-[4-(4-trifluoromethoxy-benzene sulfonyl)-piperazin-1-yl]-thiazole-5-carboxylic acid methyl ester), Cl.NO (hydroxylamine hydrochloride), C[O-].[Na+] (sodium methoxide). The solvent is O1CCOCC1 (1,4-dioxane). Conditions: time 2 hour. Yields the product ONC(=O)C1=CN=C(S1)N1CCN(CC1)S(=O)(=O)C1=CC=C(C=C1)OC(F)(F)F (2-[4-(4-trifluoromethoxy-benzene sulfonyl)-piperazin-1-yl]-thiazole-5-carboxylic acid hydroxyamide). As a reaction SMILES: CO[C:3]([C:5]1[S:9][C:8]([N:10]2[CH2:15][CH2:14][N:13]([S:16]([C:19]3[CH:24]=[CH:23][C:22]([O:25][C:26]([F:29])([F:28])[F:27])=[CH:21][CH:20]=3)(=[O:18])=[O:17])[CH2:12][CH2:11]2)=[N:7][CH:6]=1)=[O:4].Cl.[NH2:31][OH:32].C[O-].[Na+].CO.Cl>O1CCOCC1>[OH:32][NH:31][C:3]([C:5]1[S:9][C:8]([N:10]2[CH2:11][CH2:12][N:13]([S:16]([C:19]3[CH:24]=[CH:23][C:22]([O:25][C:26]([F:29])([F:28])[F:27])=[CH:21][CH:20]=3)(=[O:17])=[O:18])[CH2:14][CH2:15]2)=[N:7][CH:6]=1)=[O:4] |f:1.2,3.4|. Procedure details: To a solution of compound (12d) (125 mg, 0.276 mmol) in 1,4-dioxane (2 mL) were added hydroxylamine hydrochloride (191 mg, 2.76 mmol) and a freshly prepared solution of sodium methoxide in methanol (95 mg, 4.14 mmol of sodium dissolved in 1 mL of methanol) under a N2 atmosphere. The reaction mixture was stirred at room temperature for 2 h. The reaction mixture was acidified to pH˜6 with 1M HCl and the formed precipitates were filtered off. The filtrate was diluted with ethyl acetate (5 mL) and w...